This data is from the Open Reaction Database (ORD), a public repository of structured organic reaction records. The task is: describe an organic reaction: reactants, conditions, products, and yield The reactants are P(Cl)(Cl)Cl (phosphorus trichloride), 7-amino-3-hydroxy-3-cephem ester, C1(=CC=CC=C1)O (phenol), 7β-formamido-3-chloro ester, NC1[C@@H]2N(C(=C(CS2)Cl)C(=O)O)C1=O (7-amino-3-chloro-3-cephem-4-carboxylic acid), esters, carboxylic acid, 3-chloro, 7β-[(dimethylaminomethylene)amino]-3-chloro-3-cephem ester. Run in CN(C=O)C (dimethylformamide), O (water). The product is C(=O)N[C@H]1[C@@H]2N(C=C(CS2)Cl)C1=O (7β-formamido-3-chloro-3-cephem). RXN SMILES: [NH2:1][CH:2]1[C:13](=[O:14])[N:4]2[C:5](C(O)=O)=[C:6]([Cl:9])[CH2:7][S:8][C@H:3]12.P(Cl)(Cl)Cl.[C:19]1([OH:25])C=CC=CC=1>CN(C)C=O.O>[CH:19]([NH:1][C@@H:2]1[C:13](=[O:14])[N:4]2[CH:5]=[C:6]([Cl:9])[CH2:7][S:8][C@H:3]12)=[O:25]. Procedure: This invention relates to a process for the preparation of 7-amino-3-chloro-3-cephem-4-carboxylic acid and esters thereof and to useful intermediates. In particular, it relates to a process for preparing the 3-chloro nucleus which comprises reacting a 7-amino-3-hydroxy-3-cephem ester with a chlorinating agent, for example phosphorus trichloride, in dimethylformamide to produce a 7β-[(dimethylaminomethylene)amino]-3-chloro-3-cephem ester which, on reaction with a carboxylic acid, a percarboxylic ... Starting materials: C1(=CC=CC=C1)N1N=CC=C1C=1C(C2=C(N(N1)C1=C(C=C(C=C1)N1N=CC=C1)OCC(F)(F)F)C=CO2)=O (3-(1-phenyl-1H-pyrazol-5-yl)-1-[4-(1H-pyrazol-1-yl)-2-(2,2,2-trifluoroethoxy)phenyl]furo[3,2-c]pyridazin-4(1H)-one). The reagents and catalysts are [Pd] (palladium on carbon). Solvent: C(C)O (ethanol). The product is C1(=CC=CC=C1)N1N=CC=C1C=1C(C2=C(N(N1)C1=C(C=C(C=C1)N1N=CC=C1)OCC(F)(F)F)CCO2)=O (3-(1-phenyl-1H-pyrazol-5-yl)-1-[4-(1H-pyrazol-1-yl)-2-(2,2,2-trifluoroethoxy)phenyl]-6,7-dihydrofuro[3,2-c]pyridazin-4(1H)-one). Yield: 19.9%. Reaction SMILES: [C:1]1([N:7]2[C:11]([C:12]3[C:13](=[O:38])[C:14]4[O:37][CH:36]=[CH:35][C:15]=4[N:16]([C:18]4[CH:23]=[CH:22][C:21]([N:24]5[CH:28]=[CH:27][CH:26]=[N:25]5)=[CH:20][C:19]=4[O:29][CH2:30][C:31]([F:34])([F:33])[F:32])[N:17]=3)=[CH:10][CH:9]=[N:8]2)[CH:6]=[CH:5][CH:4]=[CH:3][CH:2]=1>[Pd].C(O)C>[C:1]1([N:7]2[C:11]([C:12]3[C:13](=[O:38])[C:14]4[O:37][CH2:36][CH2:35][C:15]=4[N:16]([C:18]4[CH:23]=[CH:22][C:21]([N:24]5[CH:28]=[CH:27][CH:26]=[N:25]5)=[CH:20][C:19]=4[O:29][CH2:30][C:31]([F:32])([F:33])[F:34])[N:17]=3)=[CH:10][CH:9]=[N:8]2)[CH:2]=[CH:3][CH:4]=[CH:5][CH:6]=1. Procedure: A solution of 3-(1-phenyl-1H-pyrazol-5-yl)-1-[4-(1H-pyrazol-1-yl)-2-(2,2,2-trifluoroethoxy)phenyl]furo[3,2-c]pyridazin-4(1H)-one (35 mg) and 10% palladium on carbon (50 mg) in ethanol (5 mL) was stirred at 50° C. for 12 hr under a hydrogen atmosphere. Palladium on carbon was removed by filtration, and the filtrate was concentrated under reduced pressure. The residue was purified by silica gel column chromatography (ethyl acetate/methanol) to give the title compound (7 mg). Starting materials: C[C@@]12C(C=C[C@H]1[C@@H]1CCC3=CC(CCC3=C1CC2)=O)=O (4,9,15-estratriene-3,17-dione), solution, C[Li] (methyllithium). The reagents and catalysts are [Cu](I)I (copper iodide), [Cu]I (copper(I) iodide). Run in O1CCCC1 (tetrahydrofuran), C(C)OCC (diethyl ether), N (ammonia). Reaction conditions: temperature -20 celsius. Yields the product C[C@@H]1CC([C@]2(C)[C@@H]1[C@@H]1CCC3=CC(CCC3=C1CC2)=O)=O (15β-methyl-4,9-estradiene-3,17-dione). As a reaction SMILES: [CH3:1][Li].[CH3:3][C@:4]12[CH2:20][CH2:19][C:18]3[C@@H:9]([CH2:10][CH2:11][C:12]4[C:17]=3[CH2:16][CH2:15][C:14](=[O:21])[CH:13]=4)[C@@H:8]1[CH:7]=[CH:6][C:5]2=[O:22]>C(OCC)C.O1CCCC1.N.[Cu]I.[Cu](I)I>[CH3:1][C@H:7]1[C@H:8]2[C@H:9]3[C:18]([CH2:19][CH2:20][C@:4]2([CH3:3])[C:5](=[O:22])[CH2:6]1)=[C:17]1[C:12](=[CH:13][C:14](=[O:21])[CH2:15][CH2:16]1)[CH2:11][CH2:10]3. Procedure: 5.2 ml of a 5% solution of methyllithium in diethyl ether are mixed with 570 mg of copper(I) iodide by portions at -5° C. Stirring is performed at a temperature between -5° and 0° C. until the copper iodide is fully dissolved. Then it is cooled to -20° C. and a solution of 1.1 g of 4,9,15-estratriene-3,17-dione in 15 ml of absolute tetrahydrofuran is slowly added drop by drop. It is stirred for 20 minutes at -20° C., then poured in concentrated aqueous ammonia solution and extracted with ethyl a... Starting materials: CC(C#N)(C)C1=CC=C(C=C1)N1C(N(C=2C=NC=3C=CC(=CC3C21)C=2C=NC1=CC=CC=C1C2)C)=O (2-methyl-2-[4-(3-methyl-2-oxo-8-quinolin-3-yl-2,3-dihydro-imidazo[4,5-c]quinolin-1-yl)-phenyl]-propionitrile), COC=1C=CC(=CC1)P2(=S)SP(=S)(S2)C=3C=CC(=CC3)OC (Lawesson reagent). The solvent is O1CCOCC1 (dioxane). The product is CC(C#N)(C)C1=CC=C(C=C1)N1C(N(C=2C=NC=3C=CC(=CC3C21)C=2C=NC1=CC=CC=C1C2)C)=S (2-Methyl-2-[4-(3-methyl-8-quinolin-3-yl-2-thioxo-2,3-dihydro-imidazo[4,5-c]quinolin-1-yl)-phenyl]-propionitrile). Reaction SMILES: [CH3:1][C:2]([C:6]1[CH:11]=[CH:10][C:9]([N:12]2[C:24]3[C:23]4[CH:22]=[C:21]([C:25]5[CH:26]=[N:27][C:28]6[C:33]([CH:34]=5)=[CH:32][CH:31]=[CH:30][CH:29]=6)[CH:20]=[CH:19][C:18]=4[N:17]=[CH:16][C:15]=3[N:14]([CH3:35])[C:13]2=O)=[CH:8][CH:7]=1)([CH3:5])[C:3]#[N:4].COC1C=CC(P2(SP(C3C=CC(OC)=CC=3)(=S)S2)=[S:46])=CC=1>O1CCOCC1>[CH3:1][C:2]([C:6]1[CH:11]=[CH:10][C:9]([N:12]2[C:24]3[C:23]4[CH:22]=[C:21]([C:25]5[CH:26]=[N:27][C:28]6[C:33]([CH:34]=5)=[CH:32][CH:31]=[CH:30][CH:29]=6)[CH:20]=[CH:19][C:18]=4[N:17]=[CH:16][C:15]=3[N:14]([CH3:35])[C:13]2=[S:46])=[CH:8][CH:7]=1)([CH3:5])[C:3]#[N:4]. Reported procedure: 100 mg (0.213 mmol) of 2-methyl-2-[4-(3-methyl-2-oxo-8-quinolin-3-yl-2,3-dihydro-imidazo[4,5-c]quinolin-1-yl)-phenyl]-propionitrile (Example 7) and 95 mg (0.234 mmol) Lawesson reagent (Fluka, Buchs, Switzerland) in 1 ml of dioxane are heated at 100° C. for 96 h. The reaction mixture is quenched with sat. aqueous NaHCO3 and extracted with CH2Cl2 (2×). The organic layers are washed with sat. aqueous NaHCO3, dried over Na2SO4, filtered and evaporated. The residue is purified by preparative HPLC to ... Starting materials: ClC1=NC=CC(=C1)C#N (2-chloro-4-cyano-pyridine), C(C)OCC (diethyl ether), C[Mg]Cl (methyl-magnesium chloride), ice water, Cl (HCl). Run at time 40 hour. The product is C(C)(=O)C1=CC(=NC=C1)Cl (4-acetyl-2-chloro-pyridine). RXN SMILES: [Cl:1][C:2]1[CH:7]=C(C#N)[CH:5]=[CH:4][N:3]=1.[CH3:10][Mg]Cl.Cl.C([O:16][CH2:17][CH3:18])C>>[C:17]([C:18]1[CH:5]=[CH:4][N:3]=[C:2]([Cl:1])[CH:7]=1)(=[O:16])[CH3:10]. Reported procedure: 24.61 g (177.62 mmol) of 2-chloro-4-cyano-pyridine are placed in 1.25 litres of diethyl ether under nitrogen, and 120 ml (22% in tetrahydrofuran, 353 mmol) of methyl-magnesium chloride are added. The red suspension is stirred for 40 h at RT, poured onto 1.25 litres of ice/water and 250 ml of 6N HCl and stirred for 14 h at RT. Extraction with diethyl ether and methylene chloride, drying with MgSO4 and concentration give 4-acetyl-2-chloro-pyridine; Rf =0.5 (methylene chloride:methanol=9:1). Starting materials: [N+](=[N-])=C (diazomethane), NC1=C(C(=O)O)C(=CC(=C1)Br)Br (2-amino-4,6-dibromo-benzoic acid), C(C)(=O)O (acetic acid). The solvent is CCOCC (ether), CCOCC (ether), C(C)(=O)OCC (ethyl acetate). Run at time 2 hour. Yields the product COC(C1=C(C=C(C=C1Br)Br)N)=O (2-amino-4,6-dibromo-benzoic acid methyl ester). Yield: 83.5%. As a reaction SMILES: [NH2:1][C:2]1[CH:10]=[C:9]([Br:11])[CH:8]=[C:7]([Br:12])[C:3]=1[C:4]([OH:6])=[O:5].[N+](=[CH2:15])=[N-].C(O)(=O)C>CCOCC.C(OCC)(=O)C>[CH3:15][O:5][C:4](=[O:6])[C:3]1[C:7]([Br:12])=[CH:8][C:9]([Br:11])=[CH:10][C:2]=1[NH2:1]. Procedure: To a solution of 2-amino-4,6-dibromo-benzoic acid (17.5 g, 59.3 mmol) in ether (150 mL) and ethyl acetate (15 mL) kept in an ice bath was added a solution of diazomethane (approximately 70.0 mmol, prepared from diazald 118.6 mmol) in ether (500 mL) over 1 hour. The reaction mixture was then stirred in an ice water bath for 2 hours. The resultant was treated with acetic acid 10 mL and washed with 2N NaHCO3 and brine. The organic layer was concentrated in vacuo. The residue was purified by chromat...